Dataset: the Open Reaction Database (ORD), a public repository of structured organic reaction records. Task: describe an organic reaction: reactants, conditions, products, and yield Reactants: CNCCN1C2=C(OCC3=C1C=CC=C3)C=CC=C2 (5,11-Dihydro-5-[2-(N-methylamino)ethyl]dibenzo[b,e][1,4]oxazepine), S(C)(=O)(=O)OCCC1=CC=C(C=C1)Cl (4-chlorophenethyl mesylate), C([O-])([O-])=O.[Na+].[Na+] (sodium carbonate), [I-].[Na+] (sodium iodide). Solvent: C(C)#N (acetonitrile). Run at temperature 70 celsius, time 22 hour. Product: ClC1=CC=C(CCN(C)CCN2C3=C(OCC4=C2C=CC=C4)C=CC=C3)C=C1 (5-[2-[N-(4-chlorophenethyl)-N-methyl-amino]ethyl]-5,11-dihydrodibenzo[b,e][1,4]oxazepine), oil. The yield is 44.0%. Reaction SMILES: [CH3:1][NH:2][CH2:3][CH2:4][N:5]1[C:11]2[CH:12]=[CH:13][CH:14]=[CH:15][C:10]=2[CH2:9][O:8][C:7]2[CH:16]=[CH:17][CH:18]=[CH:19][C:6]1=2.S(O[CH2:25][CH2:26][C:27]1[CH:32]=[CH:31][C:30]([Cl:33])=[CH:29][CH:28]=1)(=O)(=O)C.C(=O)([O-])[O-].[Na+].[Na+].[I-].[Na+]>C(#N)C>[Cl:33][C:30]1[CH:31]=[CH:32][C:27]([CH2:26][CH2:25][N:2]([CH2:3][CH2:4][N:5]2[C:11]3[CH:12]=[CH:13][CH:14]=[CH:15][C:10]=3[CH2:9][O:8][C:7]3[CH:16]=[CH:17][CH:18]=[CH:19][C:6]2=3)[CH3:1])=[CH:28][CH:29]=1 |f:2.3.4,5.6|. Procedure details: 5,11-Dihydro-5-[2-(N-methylamino)ethyl]dibenzo[b,e][1,4]oxazepine (254 mg, 1.00 mmol), 4-chlorophenethyl mesylate (352 mg, 1.50 mmol), sodium carbonate (160 mg, 1.50 mmol) and sodium iodide (20 mg, 0.13 mmol) were added to acetonitrile (25 ml), and they were heated at 70° C. under stirring for 22 hours and then at 90° C. under reflux for 6 hours. The solvent was evaporated under reduced pressure. The obtained residue was distributed in ethyl acetate and saturated aqueous sodium hydrogencarbonate... As a reaction SMILES: [C:16]([O:17][CH3:18])(=[O:19])[Cl:20].[CH3:27][c:28]1[cH:29][cH:30][cH:31][cH:32][cH:33]1.[O:21]1[CH2:22][CH2:23][O:24][CH2:25][CH2:26]1.[cH:1]1[s:2][cH:3][c:4]2[c:10]1[C:9](=[O:11])[NH:8][c:7]1[c:6]([cH:15][cH:14][cH:13][cH:12]1)[NH:5]2>>[cH:1]1[s:2][cH:3][c:4]2[c:10]1[C:9](=[O:11])[NH:8][c:7]1[c:6]([cH:15][cH:14][cH:13][cH:12]1)[N:5]2[C:16]([O:17][CH3:18])=[O:19]. The product is COC(=O)N1c2ccccc2NC(=O)c2cscc21. The reactants are COC(=O)Cl, Cc1ccccc1, C1COCCO1, O=C1Nc2ccccc2Nc2cscc21.